This data is from the Open Reaction Database (ORD), a public repository of structured organic reaction records. The task is: describe an organic reaction: reactants, conditions, products, and yield Starting materials: S1C=NC2=C1C=C(C=C2)C(=O)O (benzothiazole-6-carboxylic acid), C(C(=O)Cl)(=O)Cl (Oxalyl chloride). Reagents/catalysts: CN(C=O)C (N,N-dimethylforamide). The solvent is C(Cl)Cl (methylene chloride). Reaction conditions: temperature 30 celsius, time 2 hour. Product: S1C=NC2=C1C=C(C=C2)C(=O)Cl (benzothiazole-6-carbonyl chloride). Yield: 150.4%. Reaction SMILES: [S:1]1[C:5]2[CH:6]=[C:7]([C:10]([OH:12])=O)[CH:8]=[CH:9][C:4]=2[N:3]=[CH:2]1.C(Cl)(=O)C([Cl:16])=O>C(Cl)Cl.CN(C)C=O>[S:1]1[C:5]2[CH:6]=[C:7]([C:10]([Cl:16])=[O:12])[CH:8]=[CH:9][C:4]=2[N:3]=[CH:2]1. Procedure: Under a nitrogen atmosphere, benzothiazole-6-carboxylic acid (1.014 g, 5.6 mmol) was dissolved in methylene chloride (25 mL). Five drops of N,N-dimethylforamide was added. Oxalyl chloride (0.5 mL, 5.6 mmol) was slowly added. After 2 hrs, the reaction was heated to 30° C. for 16 hrs. The reaction was concentrated in vacuo to yield benzothiazole-6-carbonyl chloride (1.665 g, quant., light yellow powder) Reactants: OC=1C=C(C=CC1)C1=C(C=NC2=C(C=CC=C12)C(F)(F)F)C(=O)C1=CC=CC=C1 ([4-(3-hydroxyphenyl)-8-(trifluoromethyl)quinolin-3-yl](phenyl)methanone), BrCC1=C(C=CC=C1)[N+](=O)[O-] (1-Bromomethyl-2-nitro-benzene), CsCO3. Solvent: CN(C)C=O (DMF). Run at time 14 hour. The product is [N+](=O)([O-])C1=C(COC=2C=C(C=CC2)C2=C(C=NC3=C(C=CC=C23)C(F)(F)F)C(=O)C2=CC=CC=C2)C=CC=C1 ([4-{3-[(2-NITROBENZYL)OXY]PHENYL}-8-(TRIFLUOROMETHYL)QUINOLIN-3-YL](PHENYL)-METHANONE). Isolated yield 32.9%. Reaction SMILES: [OH:1][C:2]1[CH:3]=[C:4]([C:8]2[C:17]3[C:12](=[C:13]([C:18]([F:21])([F:20])[F:19])[CH:14]=[CH:15][CH:16]=3)[N:11]=[CH:10][C:9]=2[C:22]([C:24]2[CH:29]=[CH:28][CH:27]=[CH:26][CH:25]=2)=[O:23])[CH:5]=[CH:6][CH:7]=1.Br[CH2:31][C:32]1[CH:37]=[CH:36][CH:35]=[CH:34][C:33]=1[N+:38]([O-:40])=[O:39]>CN(C=O)C>[N+:38]([C:33]1[CH:34]=[CH:35][CH:36]=[CH:37][C:32]=1[CH2:31][O:1][C:2]1[CH:3]=[C:4]([C:8]2[C:17]3[C:12](=[C:13]([C:18]([F:21])([F:19])[F:20])[CH:14]=[CH:15][CH:16]=3)[N:11]=[CH:10][C:9]=2[C:22]([C:24]2[CH:25]=[CH:26][CH:27]=[CH:28][CH:29]=2)=[O:23])[CH:5]=[CH:6][CH:7]=1)([O-:40])=[O:39]. Procedure: A solution of [4-(3-hydroxyphenyl)-8-(trifluoromethyl)quinolin-3-yl](phenyl)methanone (0.15 g, 0.38 mmol), 1-Bromomethyl-2-nitro-benzene (0.10 g, 0.46 mmol) and CsCO3 (0.25 g, 0.76 mmol) in DMF (3 ml) was heated to 60° C. After 14 hr, the reaction was cooled, filtered and concentrated. The crude residue was purified by reverse phase HPLC to provide the desired compound (0.066 g, Yield=33%); MS (ESI) m/z 529;